From a dataset of the Open Reaction Database (ORD), a public repository of structured organic reaction records. describe an organic reaction: reactants, conditions, products, and yield Reactants: C(CC)=O (propionaldehyde), C(#N)[BH3-].[Na+] (sodium cyanoborohydride), C(#N)[BH3-].[Na+] (Sodium cyanoborohydride), [N+](=O)([O-])C=1C=C(C(C(=O)OC)=CC1)N (methyl 4-nitroanthranilate), C(C)(=O)O (acetic acid), C(CC)=O (propionaldehyde). Run in CO (methanol). Reaction conditions: time 16 hour. Yields the product [N+](=O)([O-])C=1C=C(C(C(=O)OC)=CC1)NCCC (Methyl 4-nitro-N-propyl-anthranilate). Yield: 19.8%. RXN SMILES: [N+:1]([C:4]1[CH:5]=[C:6]([NH2:14])[C:7](=[CH:12][CH:13]=1)[C:8]([O:10][CH3:11])=[O:9])([O-:3])=[O:2].[CH:15](=O)[CH2:16][CH3:17].C(O)(=O)C.C([BH3-])#N.[Na+]>CO>[N+:1]([C:4]1[CH:5]=[C:6]([NH:14][CH2:15][CH2:16][CH3:17])[C:7](=[CH:12][CH:13]=1)[C:8]([O:10][CH3:11])=[O:9])([O-:3])=[O:2] |f:3.4|. Procedure details: To a stirred suspension of methyl 4-nitroanthranilate (prepared from 4-nitroanthranilic acid, 14.2 g) in methanol (600 ml) was added propionaldehyde (5.04 g) followed by glacial acetic acid (7.2 ml). Sodium cyanoborohydride (4.56 g) was added and the reaction mixture stirred at room temperature for 16 hours. Further propionaldehyde (5.04 g) and sodium cyanoborohydride (4.56 g) were added and the mixture stirred for a further 24 hours. The solvent was evaporated and the residue partitioned betwee... The reactants are CC(=O)O[BH-](OC(C)=O)OC(C)=O, CC(C)(C)OC(=O)NC(C=O)Cc1ccccc1, CC(Cl)Cl, Nc1ccccc1, [Na+]. Yields the product CC(C)(C)OC(=O)NC(CNc1ccccc1)Cc1ccccc1. RXN SMILES: [C:26]([O:27][BH-:28]([O:29][C:30](=[O:31])[CH3:32])[O:33][C:34](=[O:35])[CH3:36])(=[O:37])[CH3:38].[C:8]([CH3:9])([CH3:10])([CH3:11])[O:12][C:13](=[O:14])[NH:15][CH:16]([CH:17]=[O:18])[CH2:19][c:20]1[cH:21][cH:22][cH:23][cH:24][cH:25]1.[Cl:40][CH:41]([Cl:42])[CH3:43].[NH2:1][c:2]1[cH:3][cH:4][cH:5][cH:6][cH:7]1.[Na+:39]>>[NH:1]([c:2]1[cH:3][cH:4][cH:5][cH:6][cH:7]1)[CH2:17][CH:16]([NH:15][C:13]([O:12][C:8]([CH3:9])([CH3:10])[CH3:11])=[O:14])[CH2:19][c:20]1[cH:21][cH:22][cH:23][cH:24][cH:25]1. The reactants are [Li+], C1CCOC1, [OH-], O, O, CC(=O)OC(C(=O)N(CCc1ccc(C(F)(F)F)cc1)c1cnc2ccccc2c1)c1ccccc1. The product is O=C(C(O)c1ccccc1)N(CCc1ccc(C(F)(F)F)cc1)c1cnc2ccccc2c1. As a reaction SMILES: [Li+:39].[O:40]1[CH2:41][CH2:42][CH2:43][CH2:44]1.[OH-:38].[OH2:37].[OH2:45].[c:1]1([CH:7]([C:8]([N:9]([CH2:10][CH2:11][c:12]2[cH:13][cH:14][c:15]([C:18]([F:19])([F:20])[F:21])[cH:16][cH:17]2)[c:22]2[cH:23][n:24][c:25]3[cH:26][cH:27][cH:28][cH:29][c:30]3[cH:31]2)=[O:32])[O:33][C:34](=[O:35])[CH3:36])[cH:2][cH:3][cH:4][cH:5][cH:6]1>>[c:1]1([CH:7]([C:8]([N:9]([CH2:10][CH2:11][c:12]2[cH:13][cH:14][c:15]([C:18]([F:19])([F:20])[F:21])[cH:16][cH:17]2)[c:22]2[cH:23][n:24][c:25]3[cH:26][cH:27][cH:28][cH:29][c:30]3[cH:31]2)=[O:32])[OH:33])[cH:2][cH:3][cH:4][cH:5][cH:6]1. The reactants are C=1(C(=CC=CC1)C=O)C (o-tolualdehyde), C(C)(=O)OC(C)=O (acetic anhydride), C(C)(=O)[O-].[K+] (potassium acetate). Run in ice water. Reaction conditions: time 12 hour. Yields the product CC1=C(/C=C/C(=O)O)C=CC=C1 (trans-2-methylcinnamic acid). Isolated yield 35.1%. RXN SMILES: [C:1]1([CH3:9])[C:2]([CH:7]=O)=[CH:3][CH:4]=[CH:5][CH:6]=1.[C:10]([O:13]C(=O)C)(=[O:12])[CH3:11].C([O-])(=O)C.[K+]>>[CH3:9][C:1]1[CH:6]=[CH:5][CH:4]=[CH:3][C:2]=1/[CH:7]=[CH:11]/[C:10]([OH:13])=[O:12] |f:2.3|. Reported procedure: A mixture of 35.1 g (0.29 mol) of o-tolualdehyde, 47.6 g (0.46 mol) of acetic anhydride, and 18 g (0.174 mol) of fused and pulverized potassium acetate was heated at 155°-160° for 15 minutes and then at 165°-170° for 12 hours. The mixture was diluted with 1 liter of ice water and steam distilled to remove excess aldehyde. On cooling, a yellow solid formed. The solid was collected, washed with water, dissolved in chloroform, treated with charcoal, and filtered. The filtrate was concentrated and t... Starting materials: [BH3-]C#N, O=C([O-])[O-], CC(=O)[O-], CO, Cl, [K+], [K+], [NH4+], [Na+], O, O=C1CCN(C2(c3ccccc3)CCCCC2)CC1. Product: NC1CCN(C2(c3ccccc3)CCCCC2)CC1. Reaction SMILES: [C:25](#[N:26])[BH3-:27].[C:30](=[O:31])([O-:32])[O-:33].[CH3:21][C:22](=[O:23])[O-:24].[CH3:36][OH:37].[ClH:29].[K+:34].[K+:35].[NH4+:20].[Na+:28].[OH2:38].[c:1]1([C:7]2([N:13]3[CH2:14][CH2:15][C:16](=[O:19])[CH2:17][CH2:18]3)[CH2:8][CH2:9][CH2:10][CH2:11][CH2:12]2)[cH:2][cH:3][cH:4][cH:5][cH:6]1>>[c:1]1([C:7]2([N:13]3[CH2:14][CH2:15][CH:16]([NH2:26])[CH2:17][CH2:18]3)[CH2:8][CH2:9][CH2:10][CH2:11][CH2:12]2)[cH:2][cH:3][cH:4][cH:5][cH:6]1. Reactants: O (water), BrC=1C=C(C=CC1O)C1=CC=C(C=C1)C(=O)OCC (ethyl 3′-bromo-4′-hydroxy-biphenyl-4-carboxylate), C(C)(C)(C)C=1C=C(C=CC1N(CC)CC)B(O)O (3-tert-butyl-4-diethylaminophenylboronic acid), C([O-])([O-])=O.[K+].[K+] (potassium carbonate). Reagents/catalysts: C=1C=CC(=CC1)[P](C=2C=CC=CC2)(C=3C=CC=CC3)[Pd]([P](C=4C=CC=CC4)(C=5C=CC=CC5)C=6C=CC=CC6)([P](C=7C=CC=CC7)(C=8C=CC=CC8)C=9C=CC=CC9)[P](C=1C=CC=CC1)(C=1C=CC=CC1)C=1C=CC=CC1 (tetrakis(triphenylphosphine)palladium). Run in C1(=CC=CC=C1)C (toluene). Run at temperature 40 celsius. The product is C(C)(C)(C)C=1C=C(C=CC1N(CC)CC)C=1C=C(C=CC1O)C1=CC=C(C=C1)C(=O)OCC (ethyl 3″-tert-butyl-4″-diethylamino-4′-hydroxy[1,1′;3′,1″]terphenyl-4-carboxylate). Yield: 15.8%. RXN SMILES: Br[C:2]1[CH:3]=[C:4]([C:9]2[CH:14]=[CH:13][C:12]([C:15]([O:17][CH2:18][CH3:19])=[O:16])=[CH:11][CH:10]=2)[CH:5]=[CH:6][C:7]=1[OH:8].[C:20]([C:24]1[CH:25]=[C:26](B(O)O)[CH:27]=[CH:28][C:29]=1[N:30]([CH2:33][CH3:34])[CH2:31][CH3:32])([CH3:23])([CH3:22])[CH3:21].C(=O)([O-])[O-].[K+].[K+].O>C1(C)C=CC=CC=1.C1C=CC([P]([Pd]([P](C2C=CC=CC=2)(C2C=CC=CC=2)C2C=CC=CC=2)([P](C2C=CC=CC=2)(C2C=CC=CC=2)C2C=CC=CC=2)[P](C2C=CC=CC=2)(C2C=CC=CC=2)C2C=CC=CC=2)(C2C=CC=CC=2)C2C=CC=CC=2)=CC=1>[C:20]([C:24]1[CH:25]=[C:26]([C:2]2[CH:3]=[C:4]([C:9]3[CH:14]=[CH:13][C:12]([C:15]([O:17][CH2:18][CH3:19])=[O:16])=[CH:11][CH:10]=3)[CH:5]=[CH:6][C:7]=2[OH:8])[CH:27]=[CH:28][C:29]=1[N:30]([CH2:33][CH3:34])[CH2:31][CH3:32])([CH3:23])([CH3:21])[CH3:22] |f:2.3.4,^1:55,57,76,95|. Procedure: To 5.6 g of ethyl 3′-bromo-4′-hydroxy-biphenyl-4-carboxylate (17 mmol) are added 6.5 g of 3-tert-butyl-4-diethylaminophenylboronic acid (26 mmol) dissolved in 112 mL of toluene and 30.5 mL of 2M potassium carbonate (61 mmol). The reaction medium is stirred and heated to 40° C.; 2 g of tetrakis(triphenylphosphine)palladium (Pd(PPh3)4) (1.74 mmol) are added and the medium is heated to 110° C. and stirred for 3 hours. The reaction is stopped by adding 200 mL of water and the medium is then extracte...